This data is from the Open Reaction Database (ORD), a public repository of structured organic reaction records. The task is: describe an organic reaction: reactants, conditions, products, and yield The reactants are CC1CN(C(=O)OC(C)(C)C)CCN1, CN1CCCC1=O, CCOC(C)=O, CC1OCc2ncnc(Cl)c21, O. Product: CC1OCc2ncnc(N3CCN(C(=O)OC(C)(C)C)CC3C)c21. Reaction SMILES: [C:12]([CH3:13])([CH3:14])([CH3:15])[O:16][C:17](=[O:18])[N:19]1[CH2:20][CH:21]([CH3:25])[NH:22][CH2:23][CH2:24]1.[CH3:26][N:27]1[CH2:28][CH2:29][CH2:30][C:31]1=[O:32].[CH3:34][CH2:35][O:36][C:37]([CH3:38])=[O:39].[Cl:1][c:2]1[c:3]2[c:4]([n:5][cH:6][n:7]1)[CH2:8][O:9][CH:10]2[CH3:11].[OH2:33]>>[c:2]1([N:22]2[CH:21]([CH3:25])[CH2:20][N:19]([C:17]([O:16][C:12]([CH3:13])([CH3:14])[CH3:15])=[O:18])[CH2:24][CH2:23]2)[c:3]2[c:4]([n:5][cH:6][n:7]1)[CH2:8][O:9][CH:10]2[CH3:11]. The reactants are CC(=O)OC(C)=O, O=C(O)c1cc2ccc(Cl)cc2[nH]1, O=[N+]([O-])O. The product is O=C(O)c1[nH]c2cc(Cl)ccc2c1[N+](=O)[O-]. Reaction SMILES: [CH3:18][C:19]([O:20][C:21](=[O:22])[CH3:23])=[O:24].[Cl:5][c:6]1[cH:7][cH:8][c:9]2[cH:10][c:11]([C:15](=[O:16])[OH:17])[nH:12][c:13]2[cH:14]1.[OH:1][N+:2]([O-:3])=[O:4]>>[O-:1][N+:2](=[O:4])[c:10]1[c:9]2[cH:8][cH:7][c:6]([Cl:5])[cH:14][c:13]2[nH:12][c:11]1[C:15](=[O:16])[OH:17]. The reactants are CCOC(C)=O, CC(C)OC(=O)Cl, Cl, NNc1ccc(Oc2cccc(C(F)(F)F)c2)cc1, c1ccncc1. Yields the product CC(C)OC(=O)NNc1ccc(Oc2cccc(C(F)(F)F)c2)cc1. As a reaction SMILES: [CH3:34][CH2:35][O:36][C:37](=[O:38])[CH3:39].[Cl:27][C:28](=[O:29])[O:30][CH:31]([CH3:32])[CH3:33].[ClH:1].[F:2][C:3]([c:4]1[cH:5][c:6]([O:7][c:8]2[cH:9][cH:10][c:11]([NH:14][NH2:15])[cH:12][cH:13]2)[cH:16][cH:17][cH:18]1)([F:19])[F:20].[cH:21]1[cH:22][cH:23][n:24][cH:25][cH:26]1>>[F:2][C:3]([c:4]1[cH:5][c:6]([O:7][c:8]2[cH:9][cH:10][c:11]([NH:14][NH:15][C:28](=[O:29])[O:30][CH:31]([CH3:32])[CH3:33])[cH:12][cH:13]2)[cH:16][cH:17][cH:18]1)([F:19])[F:20].